From a dataset of the Open Reaction Database (ORD), a public repository of structured organic reaction records. describe an organic reaction: reactants, conditions, products, and yield Reactants: C, CCO, O=[N+]([O-])c1ccc2nc(C=CN3CCCC3)oc2c1, [Pd]. Yields the product Nc1ccc2nc(C=CN3CCCC3)oc2c1. Reaction SMILES: [C:20].[CH3:22][CH2:23][OH:24].[N+:1]([O-:2])(=[O:3])[c:4]1[cH:5][c:6]2[c:7]([n:8][c:9]([CH:11]=[CH:12][N:13]3[CH2:14][CH2:15][CH2:16][CH2:17]3)[o:10]2)[cH:18][cH:19]1.[Pd:21]>>[NH2:1][c:4]1[cH:5][c:6]2[c:7]([n:8][c:9]([CH:11]=[CH:12][N:13]3[CH2:14][CH2:15][CH2:16][CH2:17]3)[o:10]2)[cH:18][cH:19]1. Reaction SMILES: CS(C1C=CC(N2CCCC2)=C(C=1)C(O)=O)(=O)=O.Cl[C:20]1[CH:28]=[CH:27][C:26]([S:29](=[O:33])(=[O:32])[NH:30][CH3:31])=[CH:25][C:21]=1[C:22]([OH:24])=[O:23].[NH:34]1[CH2:38][CH2:37][CH:36]([CH2:39][OH:40])[CH2:35]1>>[OH:40][CH2:39][CH:36]1[CH2:37][CH2:38][N:34]([C:20]2[CH:28]=[CH:27][C:26]([S:29](=[O:33])(=[O:32])[NH:30][CH3:31])=[CH:25][C:21]=2[C:22]([OH:24])=[O:23])[CH2:35]1. Procedure: The title compound was synthesised according to the procedure described for the synthesis of 5-Methanesulfonyl-2-pyrrolidin-1-yl-benzoic acid (Example S) from 2-Chloro-5-methylsulfamoyl-benzoic acid and rac-pyrrolidin-3-yl-methanol and obtained in 25% yield. MS (m/e): 313.0 MH− (100%). Isolated yield 25.0%. The product is OCC1CN(CC1)C1=C(C(=O)O)C=C(C=C1)S(NC)(=O)=O (rac-2-(3-Hydroxymethyl-pyrrolidin-1-yl)-5-methylsulfamoyl-benzoic acid). Reactants: CS(=O)(=O)C=1C=CC(=C(C(=O)O)C1)N1CCCC1 (5-Methanesulfonyl-2-pyrrolidin-1-yl-benzoic acid), ClC1=C(C(=O)O)C=C(C=C1)S(NC)(=O)=O (2-Chloro-5-methylsulfamoyl-benzoic acid), N1CC(CC1)CO (rac-pyrrolidin-3-yl-methanol), 313.0. The reactants are C(#N)C1C(C=2C=C3C(=NC2N(C1)C)C=C(C(=C3)F)F)=O (3-cyano-7,8-difluoro-1-methyl-4-oxo-1,2,3,4-tetrahydrobenzo[b][1,8]naphthyridine), S(=S)(=O)([O-])[O-].[Na+].[Na+] (sodium thiosulphate), [I-].[K+] (potassium iodide), OO (hydrogen peroxide). Run in C(C)O (ethanol), O (water). Conditions: temperature 77 celsius. The product is C(#N)C=1C(C=2C=C3C(=NC2N(C1)C)C=C(C(=C3)F)F)=O (3-cyano-7,8-difluoro-1-methyl-4-oxo-1,4-dihydrobenzo[b]-[1,8]naphthyridine). The yield is 93.7%. As a reaction SMILES: [I-].[K+].[C:3]([CH:5]1[CH2:14][N:13]([CH3:15])[C:12]2[N:11]=[C:10]3[CH:16]=[C:17]([F:21])[C:18]([F:20])=[CH:19][C:9]3=[CH:8][C:7]=2[C:6]1=[O:22])#[N:4].OO.S([O-])([O-])(=O)=S.[Na+].[Na+]>O.C(O)C>[C:3]([C:5]1[C:6](=[O:22])[C:7]2[CH:8]=[C:9]3[CH:19]=[C:18]([F:20])[C:17]([F:21])=[CH:16][C:10]3=[N:11][C:12]=2[N:13]([CH3:15])[CH:14]=1)#[N:4] |f:0.1,4.5.6|. Procedure details: A solution of 0.47 g of potassium iodide in 5 cm3 of water is added with stirring at approximately 20° C. to a suspension of 8.6 g of 3-cyano-7,8-difluoro-1-methyl-4-oxo-1,2,3,4-tetrahydrobenzo[b][1,8]naphthyridine in 350 cm3 of ethanol. The suspension is heated to 77° C., and 4 cm3 of 33% by weight hydrogen peroxide are added in the course of 10 minutes at this temperature. The reaction mixture is kept refluxing for a further 30 minutes and is then cooled to approximately 20° C. 10 cm3 of 1N so... Starting materials: O=[N+]([O-])C=Cc1ccc(Br)cc1, O=[N+]([O-])C1CC1c1ccc(OCc2ccccc2)cc1. The product is O=[N+]([O-])C1CC1c1ccc(Br)cc1. As a reaction SMILES: [Br:21][c:22]1[cH:23][cH:24][c:25]([CH:26]=[CH:27][N+:28]([O-:29])=[O:30])[cH:31][cH:32]1.[CH2:1]([O:2][c:9]1[cH:10][cH:11][c:12]([CH:15]2[CH:16]([N+:18](=[O:19])[O-:20])[CH2:17]2)[cH:13][cH:14]1)[c:3]1[cH:4][cH:5][cH:6][cH:7][cH:8]1>>[c:9]1([Br:21])[cH:10][cH:11][c:12]([CH:15]2[CH:16]([N+:18](=[O:19])[O-:20])[CH2:17]2)[cH:13][cH:14]1.